Dataset: the Open Reaction Database (ORD), a public repository of structured organic reaction records. Task: describe an organic reaction: reactants, conditions, products, and yield Starting materials: CCO, CCOC(=O)CCl, [K+], N#C[S-]. Yields the product CCOC(=O)CSC#N. Reaction SMILES: [CH3:12][CH2:13][OH:14].[Cl:1][CH2:2][C:3](=[O:4])[O:5][CH2:6][CH3:7].[K+:8].[S-:9][C:10]#[N:11]>>[CH2:2]([C:3](=[O:4])[O:5][CH2:6][CH3:7])[S:9][C:10]#[N:11]. Reactants: O=S1(CCC(=CC2=C1C=CC=C2)C(=O)[O-])=O (1,1-dioxo-2,3-dihydro-1-benzothiepine-4-carboxylate), aqueous solution, C([O-])([O-])=O.[K+].[K+] (potassium carbonate), Cl (hydrochloric acid). Solvent: C1CCOC1.CO (THF methanol). Conditions: temperature 65 celsius, time 24 hour. Product: O=S1(CCC(=CC2=C1C=CC=C2)C(=O)O)=O (1,1-dioxo-2,3-dihydro-1-benzothiepine-4-carboxylic acid). The yield is 67.7%. As a reaction SMILES: [O:1]=[S:2]1(=[O:16])[C:8]2[CH:9]=[CH:10][CH:11]=[CH:12][C:7]=2[CH:6]=[C:5]([C:13]([O-:15])=[O:14])[CH2:4][CH2:3]1.C(=O)([O-])[O-].[K+].[K+].Cl>C1COCC1.CO>[O:1]=[S:2]1(=[O:16])[C:8]2[CH:9]=[CH:10][CH:11]=[CH:12][C:7]=2[CH:6]=[C:5]([C:13]([OH:15])=[O:14])[CH2:4][CH2:3]1 |f:1.2.3,5.6|. Procedure: Into a solution of methyl 7-[3,4-dipropoxy]benzyl]oxy]-1,1-dioxo-2,3-dihydro-1-benzothiepine-4-carboxylate (0.45 g) in THF-methanol (5-2.5 ml) was added at room temperature a 1 M aqueous solution of potassium carbonate (2.0 ml), and the resulting mixture was stirred at 65° C. for 24 hours. After cooling to room temperature, 1 N hydrochloric acid (10 ml) was added to the reaction mixture, which was extracted with ethyl acetate. The organic layer was washed with an aqueous saturated solution of so... Reactants: CC(C)(C)OC(=O)COC1CCN(C(=O)C(N)Cc2ccc(OC(C)(C)C)cc2)CC1, N#Cc1ccc(C(=O)O)nc1. The product is CC(C)(C)OC(=O)COC1CCN(C(=O)C(Cc2ccc(OC(C)(C)C)cc2)NC(=O)c2ccc(C#N)cn2)CC1. Reaction SMILES: [C:1]([CH3:2])([CH3:3])([CH3:4])[O:5][c:6]1[cH:7][cH:8][c:9]([CH2:12][CH:13]([NH2:14])[C:15](=[O:16])[N:17]2[CH2:18][CH2:19][CH:20]([O:23][CH2:24][C:25](=[O:26])[O:27][C:28]([CH3:29])([CH3:30])[CH3:31])[CH2:21][CH2:22]2)[cH:10][cH:11]1.[C:32](#[N:33])[c:34]1[cH:35][cH:36][c:37]([C:40](=[O:41])[OH:42])[n:38][cH:39]1>>[C:1]([CH3:2])([CH3:3])([CH3:4])[O:5][c:6]1[cH:7][cH:8][c:9]([CH2:12][CH:13]([NH:14][C:40]([c:37]2[cH:36][cH:35][c:34]([C:32]#[N:33])[cH:39][n:38]2)=[O:41])[C:15](=[O:16])[N:17]2[CH2:18][CH2:19][CH:20]([O:23][CH2:24][C:25](=[O:26])[O:27][C:28]([CH3:29])([CH3:30])[CH3:31])[CH2:21][CH2:22]2)[cH:10][cH:11]1. The reactants are N1(CCOCC1)C(=O)N1CC(CC(C1)C1=CC=C(C=C1)OC(F)(F)F)C(N)=S (1-(Morpholin-4-ylcarbonyl)-5-[4-(trifluoromethoxy)phenyl]piperidine-3-carbothioamide), BrCC(C(C)(C)C)=O (1-bromo-3,3-dimethylbutan-2-one). Yields the product C(C)(C)(C)C=1N=C(SC1)C1CN(CC(C1)C1=CC=C(C=C1)OC(F)(F)F)C(=O)N1CCOCC1 ({3-(4-tert-Butyl-1,3-thiazol-2-yl)-5-[4-(trifluoromethoxy)phenyl]piperidin-1-yl}(morpholin-4-yl)-methanone). Procedure: 100 mg (about 0.182 mmol) of the compound from Example 115A and 49 mg (0.273 mmol) of 1-bromo-3,3-dimethylbutan-2-one were reacted according to the General Method 3. Yield: 56 mg (59% of theory). RXN SMILES: [N:1]1([C:7]([N:9]2[CH2:14][CH:13]([C:15]3[CH:20]=[CH:19][C:18]([O:21][C:22]([F:25])([F:24])[F:23])=[CH:17][CH:16]=3)[CH2:12][CH:11]([C:26](=[S:28])[NH2:27])[CH2:10]2)=[O:8])[CH2:6][CH2:5][O:4][CH2:3][CH2:2]1.Br[CH2:30][C:31](=O)[C:32]([CH3:35])([CH3:34])[CH3:33]>>[C:32]([C:31]1[N:27]=[C:26]([CH:11]2[CH2:12][CH:13]([C:15]3[CH:16]=[CH:17][C:18]([O:21][C:22]([F:23])([F:24])[F:25])=[CH:19][CH:20]=3)[CH2:14][N:9]([C:7]([N:1]3[CH2:6][CH2:5][O:4][CH2:3][CH2:2]3)=[O:8])[CH2:10]2)[S:28][CH:30]=1)([CH3:35])([CH3:34])[CH3:33]. The solvent is C(C)#N (acetonitrile). Run at temperature 2.5 celsius, time 1 hour. Procedure details: A mixture of 3-[4-(propan-2-yloxy)phenyl]-1H-pyrazole-4-carbaldehyde hydrochloride (400 mg, 1.5 mmol) and K2CO3 (624 mg, 4.5 mmol) in acetonitrile (6 ml) was stirred at 0-5° C. for 1 h. Methyl iodide (310 mg, 2.2 mmol) was added and stirred at ambient temperature for 48 h. The reaction was poured into water (200 mL), extracted with EtOAc (50 mL×3). The combined extracts were washed with brine (100 mL), dried, and concentrated under vacuum. The residue was purified by prep-TLC using Hexane:EtOAc ... Reactants: O (water), Cl.CC(C)OC1=CC=C(C=C1)C1=NNC=C1C=O (3-[4-(propan-2-yloxy)phenyl]-1H-pyrazole-4-carbaldehyde hydrochloride), C(=O)([O-])[O-].[K+].[K+] (K2CO3), CI (Methyl iodide). Reaction SMILES: Cl.[CH3:2][CH:3]([O:5][C:6]1[CH:11]=[CH:10][C:9]([C:12]2[C:16]([CH:17]=[O:18])=[CH:15][NH:14][N:13]=2)=[CH:8][CH:7]=1)[CH3:4].[C:19]([O-])([O-])=O.[K+].[K+].CI.O>C(#N)C>[CH:3]([O:5][C:6]1[CH:11]=[CH:10][C:9]([C:12]2[N:13]([CH3:19])[N:14]=[CH:15][C:16]=2[CH:17]=[O:18])=[CH:8][CH:7]=1)([CH3:2])[CH3:4] |f:0.1,2.3.4|. The product is C(C)(C)OC1=CC=C(C=C1)C1=C(C=NN1C)C=O (5-(4-isopropoxyphenyl)-1-methyl-1H-pyrazole-4-carbaldehyde). The yield is 24.0%. Reactants: N (ammonia), ClC1=CC=C(C[C@H]2N(CC[C@@H](C2)NC(C)=O)C(C2=CC(=CC(=C2)C)C)=O)C=C1 ((2R*,4S*)-2-(4-chlorobenzyl)-1-(3,5-dimethyl-benzoyl)-N-acetyl-4-piperidinamine), ClCCl.CO (dichloromethane methanol), C([O-])([O-])=O.[Na+].[Na+] (sodium carbonate). The solvent is Cl (hydrochloric acid). Product: ClC1=CC=C(C[C@H]2N(CC[C@@H](C2)N)C(C2=CC(=CC(=C2)C)C)=O)C=C1 ((2R*,4S*)-2-(4-Chlorobenzyl)-1-(3,5-dimethylbenzoyl)-4-piperidinamine). RXN SMILES: [Cl:1][C:2]1[CH:28]=[CH:27][C:5]([CH2:6][C@@H:7]2[CH2:12][C@@H:11]([NH:13]C(=O)C)[CH2:10][CH2:9][N:8]2[C:17](=[O:26])[C:18]2[CH:23]=[C:22]([CH3:24])[CH:21]=[C:20]([CH3:25])[CH:19]=2)=[CH:4][CH:3]=1.C(=O)([O-])[O-].[Na+].[Na+].ClCCl.CO.N>Cl>[Cl:1][C:2]1[CH:3]=[CH:4][C:5]([CH2:6][C@@H:7]2[CH2:12][C@@H:11]([NH2:13])[CH2:10][CH2:9][N:8]2[C:17](=[O:26])[C:18]2[CH:23]=[C:22]([CH3:24])[CH:21]=[C:20]([CH3:25])[CH:19]=2)=[CH:27][CH:28]=1 |f:1.2.3,4.5|. Reported procedure: A suspension of 730 mg(1.83 mmol) of (2R*,4S*)-2-(4-chlorobenzyl)-1-(3,5-dimethyl-benzoyl)-N-acetyl-4-piperidinamine in 6N hydrochloric acid is heated at 100° for 16 hours, during which the starting material dissolves. The reaction mixture is basified with 10% strength aqueous sodium carbonate solution and extracted with ethyl acetate. The combined organic phases are dried over sodium sulfate and evaporated to dryness under reduced pressure. The crude title compound is purified by chromatography... The reactants are ClCC1=CC=C(C=C1)OC (1-(Chloromethyl)-4-methoxybenzene), BrC1=CC=2C=3N(C(NC2N=C1)=O)N=CN3 (9-bromopyrido[3,2-e][1,2,4]triazolo[1,5-c]pyrimidin-5(6H)-one), C([O-])([O-])=O.[K+].[K+] (potassium carbonate). Solvent: CN1C(CCC1)=O (1-methylpyrrolidinone). Reaction conditions: temperature 40 celsius. The product is BrC1=CC=2C=3N(C(N(C2N=C1)CC1=CC=C(C=C1)OC)=O)N=CN3 (9-bromo-6-(4-methoxybenzyl)pyrido[3,2-e][1,2,4]triazolo[1,5-c]pyrimidin-5(6H)-one). Isolated yield 70.0%. As a reaction SMILES: Cl[CH2:2][C:3]1[CH:8]=[CH:7][C:6]([O:9][CH3:10])=[CH:5][CH:4]=1.[Br:11][C:12]1[CH:21]=[N:20][C:19]2[NH:18][C:17](=[O:22])[N:16]3[N:23]=[CH:24][N:25]=[C:15]3[C:14]=2[CH:13]=1.C(=O)([O-])[O-].[K+].[K+]>CN1CCCC1=O>[Br:11][C:12]1[CH:21]=[N:20][C:19]2[N:18]([CH2:2][C:3]3[CH:8]=[CH:7][C:6]([O:9][CH3:10])=[CH:5][CH:4]=3)[C:17](=[O:22])[N:16]3[N:23]=[CH:24][N:25]=[C:15]3[C:14]=2[CH:13]=1 |f:2.3.4|. Procedure details: 1-(Chloromethyl)-4-methoxybenzene (3.10 ml, 22.9 mmol) was added to a stirred solution of 9-bromopyrido[3,2-e][1,2,4]triazolo[1,5-c]pyrimidin-5(6H)-one (3.02 g, 11.35 mmol) and potassium carbonate (4.71 g, 34.1 mmol) in 1-methylpyrrolidinone (60 ml) and the mixture was heated at 40° C. for 14 hours. The mixture was filtered, and the resulting solid was washed liberally with dichloromethane. The combined organics were concentrated under vacuum and the residue was triturated with ethyl acetate (40...